From a dataset of the Open Reaction Database (ORD), a public repository of structured organic reaction records. describe an organic reaction: reactants, conditions, products, and yield The reactants are CSSC (methyl disulfide), solution, C(C)(C)(C)[Li] (tert-butyllithium), CCCCC (pentane), BrC1=CC=C2C=CNC2=C1 (6-bromo-1H-indole), [H-].[K+] (potassium hydride). The solvent is O1CCCC1 (tetrahydrofuran), O1CCCC1 (tetrahydrofuran), O1CCCC1 (tetrahydrofuran). Run at temperature 0 celsius, time 30 minute. The product is hexanes ethyl acetate, CSC1=CC=C2C=CNC2=C1 (6-methylsulfanyl-1H-indole). Isolated yield 53.1%. As a reaction SMILES: [H-].[K+].Br[C:4]1[CH:12]=[C:11]2[C:7]([CH:8]=[CH:9][NH:10]2)=[CH:6][CH:5]=1.C([Li])(C)(C)C.CCCCC.[CH3:23][S:24]SC>O1CCCC1>[CH3:23][S:24][C:4]1[CH:12]=[C:11]2[C:7]([CH:8]=[CH:9][NH:10]2)=[CH:6][CH:5]=1 |f:0.1|. Reported procedure: A mixture of potassium hydride in mineral oil (35 wt. %, 3.04 g, 26.52 mmol) in tetrahydrofuran (53 mL) was cooled to 0° C. then was treated with a solution of 6-bromo-1H-indole (5.20 g, 26.52 mmol) in tetrahydrofuran (53 mL). The reaction was stirred at 0° C. for 30 min. At this time, the reaction was cooled to −78° C. and was treated with a 1.7M solution of tert-butyllithium in pentane (31.2 mL, 53.04 mmol). The reaction mixture was stirred at −78° C. for 20 min. At this time, the reaction was... The product is CCOC(=O)CCCOc1ccc(C2(C(=O)OCC)Cc3c(c(OC)c(OC)c(OC)c3OC)C2)cc1. Reactants: CCOC(=O)CCCBr, [H-], [Na+], CN(C)C=O, O, CCOC(=O)C1(c2ccc(O)cc2)Cc2c(c(OC)c(OC)c(OC)c2OC)C1. As a reaction SMILES: [Br:37][CH2:38][CH2:39][CH2:40][C:41](=[O:42])[O:43][CH2:44][CH3:45].[H-:1].[Na+:2].[O:3]=[CH:4][N:5]([CH3:6])[CH3:7].[OH2:46].[OH:8][c:9]1[cH:10][cH:11][c:12]([C:15]2([C:32](=[O:33])[O:34][CH2:35][CH3:36])[CH2:16][c:17]3[c:18]([O:30][CH3:31])[c:19]([O:28][CH3:29])[c:20]([O:26][CH3:27])[c:21]([O:24][CH3:25])[c:22]3[CH2:23]2)[cH:13][cH:14]1>>[O:8]([c:9]1[cH:10][cH:11][c:12]([C:15]2([C:32](=[O:33])[O:34][CH2:35][CH3:36])[CH2:16][c:17]3[c:18]([O:30][CH3:31])[c:19]([O:28][CH3:29])[c:20]([O:26][CH3:27])[c:21]([O:24][CH3:25])[c:22]3[CH2:23]2)[cH:13][cH:14]1)[CH2:38][CH2:39][CH2:40][C:41](=[O:42])[O:43][CH2:44][CH3:45]. The reactants are CC(C)(C)OC(=O)NC(CSC(c1ccccc1)(c1ccccc1)c1ccccc1)C(=O)O, C=CCOC(=O)CC(=O)O, C1CCOC1, CN(C)c1ccncc1, [Mg], O=C(n1ccnc1)n1ccnc1. The product is C=CCOC(=O)CC(=O)C(CSC(c1ccccc1)(c1ccccc1)c1ccccc1)NC(=O)OC(C)(C)C. Reaction SMILES: [C:13]([CH3:14])([CH3:15])([CH3:16])[O:17][C:18](=[O:19])[NH:20][CH:21]([C:22]([OH:23])=[O:24])[CH2:25][S:26][C:27]([c:28]1[cH:29][cH:30][cH:31][cH:32][cH:33]1)([c:34]1[cH:35][cH:36][cH:37][cH:38][cH:39]1)[c:40]1[cH:41][cH:42][cH:43][cH:44][cH:45]1.[CH2:47]([CH:48]=[CH2:49])[O:50][C:51]([CH2:52][C:53](=[O:54])[OH:55])=[O:56].[CH2:57]1[O:58][CH2:59][CH2:60][CH2:61]1.[CH3:62][N:63]([c:64]1[cH:65][cH:66][n:67][cH:68][cH:69]1)[CH3:70].[Mg:46].[n:1]1([C:2]([n:3]2[cH:4][cH:5][n:6][cH:7]2)=[O:8])[cH:9][cH:10][n:11][cH:12]1>>[C:13]([CH3:14])([CH3:15])([CH3:16])[O:17][C:18](=[O:19])[NH:20][CH:21]([CH2:25][S:26][C:27]([c:28]1[cH:29][cH:30][cH:31][cH:32][cH:33]1)([c:34]1[cH:35][cH:36][cH:37][cH:38][cH:39]1)[c:40]1[cH:41][cH:42][cH:43][cH:44][cH:45]1)[C:53]([CH2:52][C:51]([O:50][CH2:47][CH:48]=[CH2:49])=[O:56])=[O:54]. The reactants are O=C([O-])O, C1CCOC1, COC(=O)c1cc(-c2ccccc2)ccc1NC(=O)COCC(=O)O, c1ccc(C(c2ccccc2)N2CCNCC2)cc1, O=C(Cl)C(=O)Cl, [Na+], CN(C)C=O. Product: COC(=O)c1cc(-c2ccccc2)ccc1NC(=O)COCC(=O)N1CCN(C(c2ccccc2)c2ccccc2)CC1. Reaction SMILES: [C:56](=[O:57])([O-:58])[OH:59].[CH2:61]1[O:62][CH2:63][CH2:64][CH2:65]1.[CH3:1][O:2][C:3](=[O:4])[c:5]1[cH:6][c:7](-[c:20]2[cH:21][cH:22][cH:23][cH:24][cH:25]2)[cH:8][cH:9][c:10]1[NH:11][C:12]([CH2:13][O:14][CH2:15][C:16](=[O:17])[OH:18])=[O:19].[CH:37]([c:38]1[cH:39][cH:40][cH:41][cH:42][cH:43]1)([c:44]1[cH:45][cH:46][cH:47][cH:48][cH:49]1)[N:50]1[CH2:51][CH2:52][NH:53][CH2:54][CH2:55]1.[Cl:31][C:32]([C:33]([Cl:34])=[O:35])=[O:36].[Na+:60].[O:26]=[CH:27][N:28]([CH3:29])[CH3:30]>>[CH3:1][O:2][C:3](=[O:4])[c:5]1[cH:6][c:7](-[c:20]2[cH:21][cH:22][cH:23][cH:24][cH:25]2)[cH:8][cH:9][c:10]1[NH:11][C:12]([CH2:13][O:14][CH2:15][C:16](=[O:17])[N:53]1[CH2:52][CH2:51][N:50]([CH:37]([c:38]2[cH:39][cH:40][cH:41][cH:42][cH:43]2)[c:44]2[cH:45][cH:46][cH:47][cH:48][cH:49]2)[CH2:55][CH2:54]1)=[O:19]. The reactants are ice, CC1CNC2=CC=CC=C2C1 (1,2,3,4-Tetrahydro-3-methylquinoline), [N+](=O)(O)[O-] (nitric acid), solution. The yield is 12.2%. As a reaction SMILES: [CH3:1][CH:2]1[CH2:11][C:10]2[C:5](=[CH:6][CH:7]=[CH:8][CH:9]=2)[NH:4][CH2:3]1.[N+:12]([O-])([OH:14])=[O:13]>S(=O)(=O)(O)O>[N+:12]([C:7]1[CH:6]=[C:5]2[C:10]([CH2:11][CH:2]([CH3:1])[CH2:3][NH:4]2)=[CH:9][CH:8]=1)([O-:14])=[O:13]. Product: [N+](=O)([O-])C1=CC=C2CC(CNC2=C1)C (7-nitro-1,2,3,4-tetrahydro-3-methylquinoline). Reported procedure: 1,2,3,4-Tetrahydro-3-methylquinoline (51 mg, 0.35 mmol) was dissolved in sulfuric acid (0.5 mL) and the temperature lowered to 0° C. To this solution 90% fuming nitric acid (15 mL, 0.35 mmol) was added slowly and the mixture stirred at 0° C. for 1 h, then warmed to rt. The reaction mixture was then poured onto 1 g of ice and extracted with dichloromethane (2×5 mL). The organic phase was washed with saturated aqueous NaHCO3 (3 mL) and concentrated in vacuo to a reddish residue that was subjected ... The solvent is S(O)(O)(=O)=O (sulfuric acid). Run at temperature 0 celsius, time 1 hour. The reactants are C(C)(C)(C)NS(=O)(=O)C1=C(C=CC(=C1)CNC(C)=O)C(=O)OC (N-tert-butyl-5-acetamidomethyl-2-methoxycarbonylbenzenesulfonamide). Run in FC(C(=O)O)(F)F (trifluoroacetic acid). Yields the product C(C)(=O)NCC=1C=CC(=C(C1)S(=O)(=O)N)C(=O)OC (5-acetamidomethyl-2-methoxycarbonylbenzenesulfonamide). The yield is 76.2%. Reaction SMILES: C([NH:5][S:6]([C:9]1[CH:14]=[C:13]([CH2:15][NH:16][C:17](=[O:19])[CH3:18])[CH:12]=[CH:11][C:10]=1[C:20]([O:22][CH3:23])=[O:21])(=[O:8])=[O:7])(C)(C)C>FC(F)(F)C(O)=O>[C:17]([NH:16][CH2:15][C:13]1[CH:12]=[CH:11][C:10]([C:20]([O:22][CH3:23])=[O:21])=[C:9]([S:6]([NH2:5])(=[O:7])=[O:8])[CH:14]=1)(=[O:19])[CH3:18]. Procedure details: A solution of 2.09 g (6.1 mmol) of N-tert-butyl-5-acetamidomethyl-2-methoxycarbonylbenzenesulfonamide in 25 ml of trifluoroacetic acid is stirred at room temperature for 14 h and then evaporated to dryness. Crystallization of the residue from ethyl acetate yields 1.33 g (76%) of 5-acetamidomethyl-2-methoxycarbonylbenzenesulfonamide of mp. 173°-175° C. Reactants: CC(C)(C)C#N, CC(C)(C)Cl, CCCCCC, CO, Clc1ccccc1, [Na], C1CCOC1, O. Yields the product CC(C)(C)C(=N)C(C)(C)C. As a reaction SMILES: [C:1]([C:2]([CH3:3])([CH3:4])[CH3:5])#[N:6].[C:7]([CH3:8])([CH3:9])([CH3:10])[Cl:11].[CH3:13][CH2:14][CH2:15][CH2:16][CH2:17][CH3:18].[CH3:25][OH:26].[Cl:27][c:28]1[cH:29][cH:30][cH:31][cH:32][cH:33]1.[Na:12].[O:19]1[CH2:20][CH2:21][CH2:22][CH2:23]1.[OH2:24]>>[C:1]([C:2]([CH3:3])([CH3:4])[CH3:5])(=[NH:6])[C:7]([CH3:8])([CH3:9])[CH3:10].